describe an organic reaction: reactants, conditions, products, and yield From a dataset of the Open Reaction Database (ORD), a public repository of structured organic reaction records. Reactants: O (water), C(#N)C1(CC1)C=1C=C(C(=O)NC2=CC(=C(C=C2)OC)O)C=CC1 (3-(1-cyanocyclopropyl)-N-(3-hydroxy-4-methoxyphenyl)-benzamide), C([O-])([O-])=O.[K+].[K+] (potassium carbonate), FC1=CC=C(C=C1)[N+](=O)[O-] (1-fluoro-4-nitrobenzene). Solvent: CN(C=O)C (N,N-dimethylformamide). Reaction conditions: temperature 60 celsius, time 18 hour. The product is C(#N)C1(CC1)C=1C=C(C(=O)NC2=CC(=C(C=C2)OC)OC2=CC=C(C=C2)[N+](=O)[O-])C=CC1 (3-(1-cyanocyclopropyl)-N-[4-methoxy-3-(4-nitrophenoxy)phenyl]benzamide). The yield is 88.5%. Reaction SMILES: [C:1]([C:3]1([C:6]2[CH:7]=[C:8]([CH:21]=[CH:22][CH:23]=2)[C:9]([NH:11][C:12]2[CH:17]=[CH:16][C:15]([O:18][CH3:19])=[C:14]([OH:20])[CH:13]=2)=[O:10])[CH2:5][CH2:4]1)#[N:2].C(=O)([O-])[O-].[K+].[K+].F[C:31]1[CH:36]=[CH:35][C:34]([N+:37]([O-:39])=[O:38])=[CH:33][CH:32]=1.O>CN(C)C=O>[C:1]([C:3]1([C:6]2[CH:7]=[C:8]([CH:21]=[CH:22][CH:23]=2)[C:9]([NH:11][C:12]2[CH:17]=[CH:16][C:15]([O:18][CH3:19])=[C:14]([O:20][C:31]3[CH:36]=[CH:35][C:34]([N+:37]([O-:39])=[O:38])=[CH:33][CH:32]=3)[CH:13]=2)=[O:10])[CH2:5][CH2:4]1)#[N:2] |f:1.2.3|. Reported procedure: To a suspension of 3-(1-cyanocyclopropyl)-N-(3-hydroxy-4-methoxyphenyl)-benzamide (1.54 mg, 5.00 mmol) and potassium carbonate (0.69 g, 5.00 mmol) in N,N-dimethylformamide (5 mL) was added 1-fluoro-4-nitrobenzene (0.78 g, 5.50 mmol), and the mixture was stirred at 60° C. for 18 hr. The reaction mixture was poured into water and the mixture was extracted with ethyl acetate. The organic layer was dried over anhydrous magnesium sulfate, and the solvent was evaporated under reduced pressure. The res... Reactants: C(C)(C)(C)OC(NC1=C(C=CC=C1)CO)=O ((2-hydroxymethylphenyl)-carbamic acid tert-butyl ester), N1C=NC=C1 (imidazole), C1(=CC=CC=C1)P(C1=CC=CC=C1)C1=CC=CC=C1 (triphenylphosphine), II (iodine). Run in C(Cl)Cl (methylene chloride), C(Cl)Cl (methylene chloride). Run at time 75 minute. The product is C(C)(C)(C)OC(NC1=C(C=CC=C1)CI)=O ((2-Iodomethylphenyl)-carbamic Acid Tert-butyl Ester). RXN SMILES: N1C=CN=C1.C1(P(C2C=CC=CC=2)C2C=CC=CC=2)C=CC=CC=1.[I:25]I.[C:27]([O:31][C:32](=[O:42])[NH:33][C:34]1[CH:39]=[CH:38][CH:37]=[CH:36][C:35]=1[CH2:40]O)([CH3:30])([CH3:29])[CH3:28]>C(Cl)Cl>[C:27]([O:31][C:32](=[O:42])[NH:33][C:34]1[CH:39]=[CH:38][CH:37]=[CH:36][C:35]=1[CH2:40][I:25])([CH3:30])([CH3:29])[CH3:28]. Procedure: To a solution of imidazole (404 mg, 5.94 mmol) and triphenylphosphine (1.56 g, 5.94 mmol) in methylene chloride (50 mL) is added iodine (1.51 g, 5.94 mmol) in portions. When the reaction is complete, a solution of (2-hydroxymethylphenyl)-carbamic acid tert-butyl ester (1.2 g, 5.4 mmol) in methylene chloride (20 mL) is added dropwise and the mixture is stirred at RT for 75 min. The mixture is concentrated and the insoluble material is filtered. The filtrate is evaporated and the residue is purifi... Starting materials: C(C)(=O)O[C@@H]1[C@H](O[C@H]([C@@H]([C@H]1OC(C)=O)OC(C)=O)C1=C(C=C(C(=C1)CC1=CC=C(C=C1)OCC)Cl)OCC=C)COC(C)=O ((2R,3R,4R,5S,6S)-2-(Acetoxymethyl)-6-(2-(allyloxy)-4-chloro-5-(4-ethoxybenzyl)phenyl)tetrahydro-2H-pyran-3,4,5-triyl triacetate), C(C1=CC=CC=C1)C1=CC(=C2CCCOC2=C1Cl)[C@@H]1O[C@@H]([C@H]([C@@H]([C@H]1O)O)O)CO ((2S,3R,4R,5S,6R)-2-(7-Benzyl-8-chlorochroman-5-yl)-6-(hydroxymethyl)tetrahydro-2H-pyran-3,4,5-triol). The product is C(C)(=O)O[C@@H]1[C@H](O[C@H]([C@@H]([C@H]1OC(C)=O)OC(C)=O)C1=C2CCCOC2=C(C(=C1)CC1=CC=CC=C1)Cl)COC(C)=O ((2R,3R,4R,5S,6S)-2-(Acetoxymethyl)-6-(7-benzyl-8-chlorochroman-5-yl)tetrahydro-2H-pyran-3,4,5-triyl triacetate). RXN SMILES: [C:1](O[C@H]1[C@H](OC(=O)C)[C@@H](OC(=O)C)[C@H](C2C=C(CC3C=CC(OCC)=CC=3)C(Cl)=CC=2OCC=C)O[C@@H]1COC(=O)C)(=[O:3])[CH3:2].[CH2:45]([C:52]1[C:61]([Cl:62])=[C:60]2[C:55]([CH2:56][CH2:57][CH2:58][O:59]2)=[C:54]([C@H:63]2[C@H:68]([OH:69])[C@@H:67]([OH:70])[C@H:66]([OH:71])[C@@H:65]([CH2:72][OH:73])[O:64]2)[CH:53]=1)[C:46]1[CH:51]=[CH:50][CH:49]=[CH:48][CH:47]=1>>[C:58]([O:71][C@H:66]1[C@H:67]([O:70][C:63](=[O:64])[CH3:54])[C@@H:68]([O:69][C:68](=[O:69])[CH3:67])[C@H:63]([C:54]2[CH:53]=[C:52]([CH2:45][C:46]3[CH:47]=[CH:48][CH:49]=[CH:50][CH:51]=3)[C:61]([Cl:62])=[C:60]3[C:55]=2[CH2:56][CH2:57][CH2:58][O:59]3)[O:64][C@@H:65]1[CH2:72][O:73][C:1](=[O:3])[CH3:2])(=[O:59])[CH3:57]. Procedure: Similar procedure with preparation of 25 proceeded except for using compound 175 to obtain the compound 176. Reactants: C(C1=CC=CC=C1)N1CC(C(CC1)=O)C (1-benzyl-3-methylpiperidin-4-one), FC(F)(F)[Si](C)(C)C ((Trifluoromethyl) trimethylsilane), Cl (HCl), [F-].C(CCC)[N+](CCCC)(CCCC)CCCC (Tetrabutyl ammonium fluoride). The solvent is O1CCCC1 (tetrahydrofuran). Reaction conditions: time 5 minute. Yields the product C(C1=CC=CC=C1)N1CC(C(CC1)(C(F)(F)F)O)C (1-benzyl-3-methyl-4-hydroxy-4-trifluoromethylpiperidine). As a reaction SMILES: [CH2:1]([N:8]1[CH2:13][CH2:12][C:11](=[O:14])[CH:10]([CH3:15])[CH2:9]1)[C:2]1[CH:7]=[CH:6][CH:5]=[CH:4][CH:3]=1.[F:16][C:17]([Si](C)(C)C)([F:19])[F:18].[F-].C([N+](CCCC)(CCCC)CCCC)CCC.Cl>O1CCCC1>[CH2:1]([N:8]1[CH2:13][CH2:12][C:11]([OH:14])([C:17]([F:19])([F:18])[F:16])[CH:10]([CH3:15])[CH2:9]1)[C:2]1[CH:3]=[CH:4][CH:5]=[CH:6][CH:7]=1 |f:2.3|. Reported procedure: Dry tetrahydrofuran (20 ml) was added to a stirred mixture of 1-benzyl-3-methylpiperidin-4-one (4 g, 19.7 mmole) and (Trifluoromethyl) trimethylsilane (3.35 g, 23.64 mmole) at 0° C. and stirred for 5 min. Tetrabutyl ammonium fluoride (0.05 g) was added to it at 0° C. and stirred for another 30 min at 0° C. The reaction mixture was allowed to warm to room temperature, stirred for 3 hr, acidified with 2N HCl to pH 2 and extracted with ether (3×50 ml). Ether extract was dried (Na2SO4) and concentra... Starting materials: Cl (HCl), C(C)(C)(C)OC(=O)N1CCC(CC1)CCC(=O)O (3-[1-(tert-butoxycarbonyl)piperidin-4-yl]propanoic acid), S(=O)(Cl)Cl (Thionyl chloride), CO (methanol). Conditions: time 8 hour. Yields the product Cl.N1CCC(CC1)CCC(=O)OC (methyl 3-piperidin-4-ylpropanoate hydrochloride). As a reaction SMILES: S(Cl)([Cl:3])=O.Cl.C(OC([N:13]1[CH2:18][CH2:17][CH:16]([CH2:19][CH2:20][C:21]([OH:23])=[O:22])[CH2:15][CH2:14]1)=O)(C)(C)C.[CH3:24]O>>[ClH:3].[NH:13]1[CH2:14][CH2:15][CH:16]([CH2:19][CH2:20][C:21]([O:23][CH3:24])=[O:22])[CH2:17][CH2:18]1 |f:4.5|. Procedure details: Thionyl chloride (2.23 mL, 30.6 mmol) was added dropwise to 25 mL of anhydrous methanol. The resulting anhydrous methanolic HCl solution was added to commercially available 3-[1-(tert-butoxycarbonyl)piperidin-4-yl]propanoic acid (1.97 g, 7.66 mmol) and the resulting mixture was stirred overnight at rt. The solvent was removed under reduced pressure to afford methyl 3-piperidin-4-ylpropanoate hydrochloride. ESI-MS calc. for C9H17NO2: 171; Found: 172 (M+H). Starting materials: CC(C)(C)OC(=O)NCc1ccccc1-c1ccc(CO[Si](c2ccccc2)(c2ccccc2)C(C)(C)C)cc1, CCCC[N+](CCCC)(CCCC)CCCC, CCOCC, [F-], C1CCOC1. The product is CC(C)(C)OC(=O)NCc1ccccc1-c1ccc(CO)cc1. Reaction SMILES: [C:1]([CH3:2])([CH3:3])([CH3:4])[O:5][C:6](=[O:7])[NH:8][CH2:9][c:10]1[c:11](-[c:16]2[cH:17][cH:18][c:19]([CH2:22][O:23][Si:24]([C:25]([CH3:26])([CH3:27])[CH3:28])([c:29]3[cH:30][cH:31][cH:32][cH:33][cH:34]3)[c:35]3[cH:36][cH:37][cH:38][cH:39][cH:40]3)[cH:20][cH:21]2)[cH:12][cH:13][cH:14][cH:15]1.[CH2:42]([N+:43]([CH2:44][CH2:45][CH2:46][CH3:47])([CH2:48][CH2:49][CH2:50][CH3:51])[CH2:52][CH2:53][CH2:54][CH3:55])[CH2:56][CH2:57][CH3:58].[CH3:64][CH2:65][O:66][CH2:67][CH3:68].[F-:41].[O:59]1[CH2:60][CH2:61][CH2:62][CH2:63]1>>[C:1]([CH3:2])([CH3:3])([CH3:4])[O:5][C:6](=[O:7])[NH:8][CH2:9][c:10]1[c:11](-[c:16]2[cH:17][cH:18][c:19]([CH2:22][OH:23])[cH:20][cH:21]2)[cH:12][cH:13][cH:14][cH:15]1. Reactants: C(C1=CC=CC=C1)ONC(C[C@@H](CCCC1CCCCC1)C=1OC(=C(N1)C(=O)NCCN(C)C)C)=O (2-((1R)-1 -{2-[(benzyloxy)amino]-2-oxoethyl}4-cyclohexylbutyl)-N-[2-(dimethylamino)ethyl]-5-methyl-1,3-oxazole-4-carboxamide), C(=O)[O-].[NH4+] (ammonium formate). Reagents/catalysts: [Pd] (palladium). The solvent is C(C)O (ethanol). Run at temperature 43 celsius. The product is C1(CCCCC1)CCC[C@H](CC(=O)NO)C=1OC(=C(N1)C(=O)NCCN(C)C)C (2-{(1R)-4-Cyclohexyl-1-[2-(hydroxyamino)-2-oxoethyl]butyl)N-[2-(dimethylamino)ethyl]-5-methyl-1,3-oxazole-4-carboxamide). Yield: 50.2%. As a reaction SMILES: C([O:8][NH:9][C:10](=[O:36])[CH2:11][C@H:12]([C:22]1[O:23][C:24]([CH3:35])=[C:25]([C:27]([NH:29][CH2:30][CH2:31][N:32]([CH3:34])[CH3:33])=[O:28])[N:26]=1)[CH2:13][CH2:14][CH2:15][CH:16]1[CH2:21][CH2:20][CH2:19][CH2:18][CH2:17]1)C1C=CC=CC=1.C([O-])=O.[NH4+]>C(O)C.[Pd]>[CH:16]1([CH2:15][CH2:14][CH2:13][C@@H:12]([C:22]2[O:23][C:24]([CH3:35])=[C:25]([C:27]([NH:29][CH2:30][CH2:31][N:32]([CH3:33])[CH3:34])=[O:28])[N:26]=2)[CH2:11][C:10]([NH:9][OH:8])=[O:36])[CH2:21][CH2:20][CH2:19][CH2:18][CH2:17]1 |f:1.2|. Reported procedure: A solution 2-((1R)-1 -{2-[(benzyloxy)amino]-2-oxoethyl}4-cyclohexylbutyl)-N-[2-(dimethylamino)ethyl]-5-methyl-1,3-oxazole-4-carboxamide (Preparation 98) (193 mg, 0.39 mmol) in ethanol (10 ml) was treated with ammonium formate (244 mg, 3.90 mmol) and 5% palladium on barium sulphate (100 mg) and heated at 43° C., under a nitrogen atmosphere for 2 hours. The reaction mixture was filtered and the solvent removed under reduced pressure. The residue was purified by column chromatography on silica gel ... Starting materials: COC(C(CC=C)NC(C1=C(C=CC=C1Cl)Cl)=O)=O (2-(2,6-dichlorobenzamido)pent-4-enoic acid methyl ester), IC1=CC=C(C=C1)C1(CCOCC1)OC (tetrahydro-4-(4-iodophenyl)-4-methoxy-2H-pyran), C([O-])([O-])=O.[K+].[K+] (potassium carbonate). Reagents/catalysts: C(C)(=O)[O-].[Pd+2].C(C)(=O)[O-] (palladium acetate), CC1=C(C=CC=C1)P(C1=C(C=CC=C1)C)C1=C(C=CC=C1)C (tris(2-methylphenyl)phosphine). Yields the product COC(C(C\C=C\C1=CC=C(C=C1)C1(CCOCC1)OC)NC(C1=C(C=CC=C1Cl)Cl)=O)=O ((E)-2-(2,6-dichlorobenzamido)-5-[4-(4-methoxytetrahydropyran-4-yl)-phenyl]pent-4-enoic acid methyl ester). Isolated yield 79.7%. Reaction SMILES: [CH3:1][O:2][C:3](=[O:19])[CH:4]([NH:8][C:9](=[O:18])[C:10]1[C:15]([Cl:16])=[CH:14][CH:13]=[CH:12][C:11]=1[Cl:17])[CH2:5][CH:6]=[CH2:7].I[C:21]1[CH:26]=[CH:25][C:24]([C:27]2([O:33][CH3:34])[CH2:32][CH2:31][O:30][CH2:29][CH2:28]2)=[CH:23][CH:22]=1.C(=O)([O-])[O-].[K+].[K+]>C([O-])(=O)C.[Pd+2].C([O-])(=O)C.CC1C=CC=CC=1P(C1C=CC=CC=1C)C1C=CC=CC=1C>[CH3:1][O:2][C:3](=[O:19])[CH:4]([NH:8][C:9](=[O:18])[C:10]1[C:11]([Cl:17])=[CH:12][CH:13]=[CH:14][C:15]=1[Cl:16])[CH2:5]/[CH:6]=[CH:7]/[C:21]1[CH:22]=[CH:23][C:24]([C:27]2([O:33][CH3:34])[CH2:32][CH2:31][O:30][CH2:29][CH2:28]2)=[CH:25][CH:26]=1 |f:2.3.4,5.6.7|. Procedure details: In the same manner as in Example 1, 2-(2,6-dichlorobenzamido)pent-4-enoic acid methyl ester (2.11 g) was reacted with tetrahydro-4-(4-iodophenyl)-4-methoxy-2H-pyran (2.22 g) in the presence of potassium carbonate (1.45 g), palladium acetate (81.7 mg) and tris(2-methylphenyl)phosphine (106.2 mg) to obtain (E)-2-(2,6-dichlorobenzamido)-5-[4-(4-methoxytetrahydropyran-4-yl)-phenyl]pent-4-enoic acid methyl ester (2.74 g). Column chromatography (silica gel, eluent: cyclohexane/chloroform=2/1→cyclohexa...